From a dataset of the Open Reaction Database (ORD), a public repository of structured organic reaction records. describe an organic reaction: reactants, conditions, products, and yield Starting materials: [OH-].[Na+] (NaOH), Cl (HCl), C1(CCCC1)S(=O)(=O)N (Cyclopentanesulfonamide), ClC1=CC=C(C=C1)N=C=O (p-chlorophenylisocyanate). The solvent is CC(=O)C (acetone), CC(=O)C (acetone). Reaction conditions: time 2 hour. Product: ClC1=CC=C(C=C1)NC(=O)NS(=O)(=O)C1CCCC1 (N-(4-chlorophenyl)-N'-cyclopentanesulfonylurea). The yield is 68.3%. Reaction SMILES: [CH:1]1([S:6]([NH2:9])(=[O:8])=[O:7])[CH2:5][CH2:4][CH2:3][CH2:2]1.[OH-].[Na+].[Cl:12][C:13]1[CH:18]=[CH:17][C:16]([N:19]=[C:20]=[O:21])=[CH:15][CH:14]=1.Cl>CC(C)=O>[Cl:12][C:13]1[CH:18]=[CH:17][C:16]([NH:19][C:20]([NH:9][S:6]([CH:1]2[CH2:5][CH2:4][CH2:3][CH2:2]2)(=[O:8])=[O:7])=[O:21])=[CH:15][CH:14]=1 |f:1.2|. Procedure details: Cyclopentanesulfonamide (9.7 g) was dissolved in acetone (300 ml) and 1N NaOH (65 ml) was added. To the resulting solution was added p-chlorophenylisocyanate (9.5 g) dissolved in acetone (100 ml). The solution was allowed to stir for two hours and was then treated with 1N HCl (65 ml). The resulting solid was collected and treated with 1N NaOH (100 ml). This mixture was treated with 1N HCl (100 ml) and the resulting solid collected. The solid was dissolved in acetone, water was added and the acet... The reactants are CCOC(=O)CC(=O)OCC, O=[N+]([O-])c1ccc(F)cc1OCc1ccccc1, [H-], [H][H], [Na+], CN(C)C=O, O. The product is CCOC(=O)C(C(=O)OCC)c1ccc([N+](=O)[O-])c(OCc2ccccc2)c1. Reaction SMILES: [C:3]([CH2:4][C:5](=[O:6])[O:7][CH2:8][CH3:9])(=[O:10])[O:11][CH2:12][CH3:13].[F:16][c:17]1[cH:18][cH:19][c:20]([N+:31](=[O:32])[O-:33])[c:21]([O:23][CH2:24][c:25]2[cH:26][cH:27][cH:28][cH:29][cH:30]2)[cH:22]1.[H-:1].[H:14][H:15].[Na+:2].[O:34]=[CH:35][N:36]([CH3:37])[CH3:38].[OH2:39]>>[C:3]([CH:4]([C:5](=[O:6])[O:7][CH2:8][CH3:9])[c:17]1[cH:18][cH:19][c:20]([N+:31](=[O:32])[O-:33])[c:21]([O:23][CH2:24][c:25]2[cH:26][cH:27][cH:28][cH:29][cH:30]2)[cH:22]1)(=[O:10])[O:11][CH2:12][CH3:13]. Reactants: BrCC(=O)OC(C)(C)C (tert-butyl bromoacetate), N1CCOCC1 (morpholine), resultant suspension. The solvent is C1CCOC1 (THF). Yields the product N1(CCOCC1)CC(=O)OC(C)(C)C ((4-Morpholinyl)acetic Acid, 1,1-Dimethylethyl Ester). Isolated yield 99.9%. RXN SMILES: Br[CH2:2][C:3]([O:5][C:6]([CH3:9])([CH3:8])[CH3:7])=[O:4].[NH:10]1[CH2:15][CH2:14][O:13][CH2:12][CH2:11]1>C1COCC1>[N:10]1([CH2:2][C:3]([O:5][C:6]([CH3:9])([CH3:8])[CH3:7])=[O:4])[CH2:15][CH2:14][O:13][CH2:12][CH2:11]1. Reported procedure: To a stirred solution of tert-butyl bromoacetate (1.61 mL, 10.0 mmol) in THF (25 mL) was added morpholine (1.74 mL, 20.0 mmol); the resultant suspension was stirred for 1.5 h and then concentrated. The residue was dissolved in CH2Cl2 (50 mL)/saturated Na2CO3 (75 mL), the layers were separated, and the aqueous layer was extracted with additional CH2Cl2 (2×25 mL). The combined organics were washed with saturated Na2CO3 (20 mL) and brine (30 mL), dried and concentrated to give crude title compound....